From a dataset of the Open Reaction Database (ORD), a public repository of structured organic reaction records. describe an organic reaction: reactants, conditions, products, and yield Reactants: CCOC(=O)CCCBr, O, Cc1c(CC(N)=O)c2c(O)cccc2n1Cc1ccccc1. The product is CCOC(=O)CCCOc1cccc2c1c(CC(N)=O)c(C)n2Cc1ccccc1. Reaction SMILES: [Br:23][CH2:24][CH2:25][CH2:26][C:27](=[O:28])[O:29][CH2:30][CH3:31].[OH2:32].[OH:1][c:2]1[c:3]2[c:4]([CH2:19][C:20](=[O:21])[NH2:22])[c:5]([CH3:18])[n:6]([CH2:11][c:12]3[cH:13][cH:14][cH:15][cH:16][cH:17]3)[c:7]2[cH:8][cH:9][cH:10]1>>[O:1]([c:2]1[c:3]2[c:4]([CH2:19][C:20](=[O:21])[NH2:22])[c:5]([CH3:18])[n:6]([CH2:11][c:12]3[cH:13][cH:14][cH:15][cH:16][cH:17]3)[c:7]2[cH:8][cH:9][cH:10]1)[CH2:24][CH2:25][CH2:26][C:27](=[O:28])[O:29][CH2:30][CH3:31]. Reaction SMILES: [CH2:12]([Cl:13])[CH2:14][Cl:15].[CH3:1][c:2]1[c:3]([C:4](=[O:5])[OH:6])[cH:7][cH:8][c:9]([CH3:11])[cH:10]1.[CH3:53][N:54]([c:55]1[cH:56][cH:57][n:58][cH:59][cH:60]1)[CH3:61].[OH:16][CH2:17][c:18]1[cH:19][cH:20][c:21]([CH:24]([CH2:25][NH:26][C:27]([O:28][C:29]([CH3:30])([CH3:31])[CH3:32])=[O:33])[C:34](=[O:35])[NH:36][c:37]2[cH:38][c:39]3[cH:40][cH:41][n:42][cH:43][c:44]3[cH:45][cH:46]2)[cH:22][cH:23]1.[cH:47]1[cH:48][cH:49][n:50][cH:51][cH:52]1>>[CH3:1][c:2]1[c:3]([C:4](=[O:5])[O:6][CH2:17][c:18]2[cH:19][cH:20][c:21]([CH:24]([CH2:25][NH:26][C:27]([O:28][C:29]([CH3:30])([CH3:31])[CH3:32])=[O:33])[C:34](=[O:35])[NH:36][c:37]3[cH:38][c:39]4[cH:40][cH:41][n:42][cH:43][c:44]4[cH:45][cH:46]3)[cH:22][cH:23]2)[cH:7][cH:8][c:9]([CH3:11])[cH:10]1. Reactants: ClCCCl, Cc1ccc(C(=O)O)c(C)c1, CN(C)c1ccncc1, CC(C)(C)OC(=O)NCC(C(=O)Nc1ccc2cnccc2c1)c1ccc(CO)cc1, c1ccncc1. Product: Cc1ccc(C(=O)OCc2ccc(C(CNC(=O)OC(C)(C)C)C(=O)Nc3ccc4cnccc4c3)cc2)c(C)c1. Reactants: CO/N=C(/C1=CSC(=N1)N)\C(=O)N[C@H]2[C@@H]3N(C2=O)C(=C(CS3)CSC(=O)C4=CC=CO4)C(=O)O.Cl (Ceftiofur HCl), C(CCCCC(=O)NN)(=O)NN (adipic acid dihydrazide), dextran. Run in reaction mixture. The product is CO/N=C(/C1=CSC(=N1)N)\C(=O)N[C@H]2[C@@H]3N(C2=O)C(=C(CS3)CSC(=O)C4=CC=CO4)C(=O)O (Ceftiofur). RXN SMILES: [CH3:1][O:2]/[N:3]=[C:4](\[C:11]([NH:13][C@@H:14]1[C:17](=[O:18])[N:16]2[C:19]([C:32]([OH:34])=[O:33])=[C:20]([CH2:23][S:24][C:25]([C:27]3[O:31][CH:30]=[CH:29][CH:28]=3)=[O:26])[CH2:21][S:22][C@H:15]12)=[O:12])/[C:5]1[N:9]=[C:8]([NH2:10])[S:7][CH:6]=1.Cl.C(NN)(=O)CCCCC(NN)=O>>[CH3:1][O:2]/[N:3]=[C:4](\[C:11]([NH:13][C@@H:14]1[C:17](=[O:18])[N:16]2[C:19]([C:32]([OH:34])=[O:33])=[C:20]([CH2:23][S:24][C:25]([C:27]3[O:31][CH:30]=[CH:29][CH:28]=3)=[O:26])[CH2:21][S:22][C@H:15]12)=[O:12])/[C:5]1[N:9]=[C:8]([NH2:10])[S:7][CH:6]=1 |f:0.1|. Procedure details: Ceftiofur-HCl (50 mg) and adipic acid dihydrazide (10 mg) were placed in a 1 ml syringe. This syringe was connected to a second syringe containing 1 ml of oxidized dextran (Mw, 500,000; 85 mg/ml; 1 ml). The contents of the two syringes were mixed by making 20 reciprocations. A sample (200 μl) of the reaction mixture was transferred to a 2 ml centrifuge tube for the release experiment in PBS buffer. The release profile of the matrix appears in Table 4 below: Reactants: C(C)(=O)O[C@H]1[C@@H]([C@H]2N=C(S[C@H]2O[C@@H]1COC(C)=O)NCCC)OC(C)=O ((3aR,5R,6S,7R,7aR)-5-(acetoxymethyl)-2-(propylamino)-5,6,7,7a-tetrahydro-3aH-pyrano[3,2-d]thiazole-6,7-diyl diacetate), C([O-])([O-])=O.[K+].[K+] (potassium carbonate). Solvent: CO (methanol). Reaction conditions: temperature 40 celsius, time 8 hour. Yields the product OC[C@@H]1[C@H]([C@@H]([C@H]2N=C(S[C@H]2O1)NCCC)O)O ((3aR,5R,6S,7R,7aR)-5-(Hydroxymethyl)-2-(propylamino)-5,6,7,7a-tetrahydro-3aH-pyrano[3,2-d]thiazole-6,7-diol), solid. Yield: 74.0%. As a reaction SMILES: C([O:4][C@@H:5]1[C@@H:13]([CH2:14][O:15]C(=O)C)[O:12][C@H:11]2[C@H:7]([N:8]=[C:9]([NH:19][CH2:20][CH2:21][CH3:22])[S:10]2)[C@H:6]1[O:23]C(=O)C)(=O)C.C(=O)([O-])[O-].[K+].[K+]>CO>[OH:15][CH2:14][C@H:13]1[O:12][C@H:11]2[C@H:7]([N:8]=[C:9]([NH:19][CH2:20][CH2:21][CH3:22])[S:10]2)[C@@H:6]([OH:23])[C@@H:5]1[OH:4] |f:1.2.3|. Procedure details: To a solution of (3aR,5R,6S,7R,7aR)-5-(acetoxymethyl)-2-(propylamino)-5,6,7,7a-tetrahydro-3aH-pyrano[3,2-d]thiazole-6,7-diyl diacetate (100 g, 257 mmol) in methanol (800 mL) was added potassium carbonate (18 g, 130 mmol). The resulting solution was stirred overnight at 40° C. and then cooled down to 0° C. to yield a solid This was collected by filtration, washed with cold methanol and dried. The product 15 was obtained as a white solid (50 g, 74%). (ES, m/z): [M+H]+ 262.9; 1H NMR (300 MHz, D2O) ... The reactants are O (water), C(C)(C)(C)C1=C(C(=CC(=C1)NS(=O)(=O)C1=CC=C(C=C1)C)C(C)(C)C)O (2,6-Di-tert-butyl-4-(p-toluenesulfonamido)phenol), C(C)(C)(C)C1=C(C(=CC(=C1)NS(=O)(=O)C1=CC=C(C=C1)C)C(C)(C)C)O (2,6-di-tert-butyl-4(p-toluenesulfonamido)phenol), C[O-].[Na+] (sodium methylate), CI (methyl iodide). Run in CO (methanol). Reaction conditions: temperature 100 celsius, time 72 hour. The product is C(C)(C)(C)C1=C(C(=CC(=C1)N(S(=O)(=O)C1=CC=C(C=C1)C)C)C(C)(C)C)O (2,6-Di-tert-butyl-4(N-methyl-p-toluenesulfonamido)phenol). Isolated yield 5.1%. As a reaction SMILES: [C:1]([C:5]1[CH:10]=[C:9]([NH:11][S:12]([C:15]2[CH:20]=[CH:19][C:18]([CH3:21])=[CH:17][CH:16]=2)(=[O:14])=[O:13])[CH:8]=[C:7]([C:22]([CH3:25])([CH3:24])[CH3:23])[C:6]=1[OH:26])([CH3:4])([CH3:3])[CH3:2].[CH3:27][O-].[Na+].CI.O>CO>[C:1]([C:5]1[CH:10]=[C:9]([N:11]([CH3:27])[S:12]([C:15]2[CH:16]=[CH:17][C:18]([CH3:21])=[CH:19][CH:20]=2)(=[O:14])=[O:13])[CH:8]=[C:7]([C:22]([CH3:25])([CH3:24])[CH3:23])[C:6]=1[OH:26])([CH3:4])([CH3:3])[CH3:2] |f:1.2|. Procedure: To a solution of 3.75 grams (0.01 mole) of the product of Example 1, 2,6-di-tert-butyl-4(p-toluenesulfonamido)phenol, and 0.54 grams (0.01 mole) of sodium methylate in 50 ml of methanol was added 1.42 grams (0.01 mole) of methyl iodide. The reaction mixture was heated with stirring for 72 hours in a pressure tube at 100° C. The reaction mixture was then cooled, poured into 150 ml of water and extracted with heptane. The heptane layer was separated and allowed to stand after cooling. Crystals for... The reactants are CC1=NC2=C(C=CC=C2C=C1)O (2-methylquinolin-8-ol), C1=CC=C(C=C1)P(C2=CC=CC=C2)C3=CC=CC=C3 (PPh3), COCC(COC)O (1,3-dimethoxypropan-2-ol), CC(C)OC(=O)/N=N/C(=O)OC(C)C (DIAD), Cl (HCl). Run in C1CCOC1 (THF), C(C)(=O)OCC (ethyl acetate), O (water). Reaction conditions: time 2 day. Product: COCC(COC)OC=1C=CC=C2C=CC(=NC12)C (8-(1,3-dimethoxypropan-2-yloxy)-2-methylquinoline). Isolated yield 89.1%. RXN SMILES: [CH3:1][C:2]1[CH:11]=[CH:10][C:9]2[C:4](=[C:5]([OH:12])[CH:6]=[CH:7][CH:8]=2)[N:3]=1.C1C=CC(P(C2C=CC=CC=2)C2C=CC=CC=2)=CC=1.[CH3:32][O:33][CH2:34][CH:35](O)[CH2:36][O:37][CH3:38].CC(OC(/N=N/C(OC(C)C)=O)=O)C.Cl>C1COCC1.C(OCC)(=O)C.O>[CH3:32][O:33][CH2:34][CH:35]([O:12][C:5]1[CH:6]=[CH:7][CH:8]=[C:9]2[C:4]=1[N:3]=[C:2]([CH3:1])[CH:11]=[CH:10]2)[CH2:36][O:37][CH3:38]. Procedure details: To a solution of 2-methylquinolin-8-ol (4.10 g, 25.76 mmol), PPh3 (16.89 g, 64.39 mmol) and 1,3-dimethoxypropan-2-ol (4.02 g, 33.48 mmol) in THF (20 mL) was added DIAD (8.40 mL, 41.21 mmol) dropwise at ambient temperature. The reaction mixture was stirred at room temperature for two days. 4 N HCl (7.73 mL, 30.91 mmol in water), water (20 mL), and ethyl acetate (50 mL) were added. The aqueous layer was separated and washed with ethyl acetate. The aqueous layer was neutralized with ammonium hydrox...